Dataset: the Open Reaction Database (ORD), a public repository of structured organic reaction records. Task: describe an organic reaction: reactants, conditions, products, and yield Run in O (H2O). Procedure details: 830 mg of (S)-5-methyl-3-nitromethyl-hexanoic acid ethyl ester (VIII, R1=ethyl) were suspended in 0.8 mL of H2O. 900 mg of 50% aqueous KOH were added. After 5 h at 25° C. conversion was complete (determination by HPLC). The solvent was removed under reduced pressure to give a solid consisting of the title compound and minor amounts of KOH. As a reaction SMILES: C([O:3][C:4](=[O:15])[CH2:5][C@@H:6]([CH2:11][N+:12]([O-:14])=[O:13])[CH2:7][CH:8]([CH3:10])[CH3:9])C.[OH-].[K+:17]>O>[K+:17].[K+:17].[CH3:9][CH:8]([CH3:10])[CH2:7][C@H:6]([CH2:11][N+:12]([O-:14])=[O:13])[CH2:5][C:4]([O-:15])=[O:3].[CH3:9][CH:8]([CH3:10])[CH2:7][C@H:6]([CH2:11][N+:12]([O-:14])=[O:13])[CH2:5][C:4]([O-:15])=[O:3] |f:1.2,4.5.6.7|. Reactants: C(C)OC(C[C@H](CC(C)C)C[N+](=O)[O-])=O ((S)-5-methyl-3-nitromethyl-hexanoic acid ethyl ester), [OH-].[K+] (KOH), [OH-].[K+] (KOH). Run at time 5 hour. Yields the product [K+].[K+].CC(C[C@@H](CC(=O)[O-])C[N+](=O)[O-])C.CC(C[C@@H](CC(=O)[O-])C[N+](=O)[O-])C ((S)-5-Methyl-3-nitromethyl-hexanoic acid dipotassium salt). The reactants are [H-].[Na+] (NaH), N1C=NC=C1 (imidazole), COC(=O)C1=CC2=C(S1)C=CC(=C2)CBr (5-bromomethylbenzo[b]thiophene-2-carboxylic acid methyl ester). The solvent is CN(C=O)C (dimethylformamide), CN(C=O)C (DMF). Conditions: time 1 hour. Yields the product COC(=O)C1=CC2=C(S1)C=CC(=C2)CC=2NC=CN2 (5-(1-imidazolylmethyl)benzo[b]thiophene-2-carboxylic acid methyl ester). As a reaction SMILES: [H-].[Na+].[NH:3]1[CH:7]=[CH:6][N:5]=[CH:4]1.[CH3:8][O:9][C:10]([C:12]1[S:16][C:15]2[CH:17]=[CH:18][C:19]([CH2:21]Br)=[CH:20][C:14]=2[CH:13]=1)=[O:11]>CN(C)C=O>[CH3:8][O:9][C:10]([C:12]1[S:16][C:15]2[CH:17]=[CH:18][C:19]([CH2:21][C:4]3[NH:3][CH:7]=[CH:6][N:5]=3)=[CH:20][C:14]=2[CH:13]=1)=[O:11] |f:0.1|. Procedure: NaH (0.34 g.:50% dispersion in oil) was added portion-wise to a stirred solution of imidazole (0.48 g.) in dry dimethylformamide (DMF) (20 ml.). After 1/2 hour a solution of 5-bromomethylbenzo[b]thiophene-2-carboxylic acid methyl ester (2.0 g.) in DMF (15 ml.) was added dropwise. After stirring at room temperature for 1 hour, the solvent was removed under reduced pressure and H2O (100 ml.) added to the residue. The aqueous solution was then extracted with EtOAc (3×50 ml.) and the combined organi... Reaction conditions: temperature 80 celsius. Solvent: CN(C=O)C (N,N-dimethylformamide). Procedure details: N,N-Dimethylformamide dineopentyl acetal (1.76 ml) was added to a stirred suspension of 5-fluoropyrimidin-2-one (456 mg) and 2-hydroxymethyl thiophene (0.7 ml) in dry N,N-dimethylformamide (8 ml) under nitrogen and the mixture was then heated at 80° C. After 1 h the reaction mixture was evaporated to a brown solid which was crystallised twice from ethyl acetate to give white crystals of the title pyrimidinone (230 mg), m.p. 161°-163° C., λmax (EtOH) 222.5 nm (ε 10,890), 333.5 nm (ε 3,660). As a reaction SMILES: C(OC(OCC(C)(C)C)N(C)C)C(C)(C)C.[F:17][C:18]1[CH:19]=[N:20][C:21](=[O:24])[NH:22][CH:23]=1.O[CH2:26][C:27]1[S:28][CH:29]=[CH:30][CH:31]=1>CN(C)C=O>[F:17][C:18]1[CH:19]=[N:20][C:21](=[O:24])[N:22]([CH2:26][C:27]2[S:28][CH:29]=[CH:30][CH:31]=2)[CH:23]=1. Yields the product FC=1C=NC(N(C1)CC=1SC=CC1)=O (5-Fluoro-1-(2-thienylmethyl)pyrimidin-2-one). The reactants are C(C(C)(C)C)OC(N(C)C)OCC(C)(C)C (N,N-Dimethylformamide dineopentyl acetal), FC=1C=NC(NC1)=O (5-fluoropyrimidin-2-one), OCC=1SC=CC1 (2-hydroxymethyl thiophene). The reactants are FC(CCNNC(=O)OCC1=CC=CC=C1)(F)F (benzyl 2-(3,3,3-trifluoropropyl)hydrazinecarboxylate), Cl (HCl). The reagents and catalysts are [Pd] (Pd/C). Run in CCO (EtOH). Conditions: time 1 hour. The product is Cl.Cl.FC(CCNN)(F)F ((3,3,3-trifluoropropyl)hydrazine dihydrochloride). Reaction SMILES: [F:1][C:2]([F:18])([F:17])[CH2:3][CH2:4][NH:5][NH:6]C(OCC1C=CC=CC=1)=O.[ClH:19]>CCO.[Pd]>[ClH:19].[ClH:19].[F:1][C:2]([F:18])([F:17])[CH2:3][CH2:4][NH:5][NH2:6] |f:4.5.6|. Procedure: To benzyl 2-(3,3,3-trifluoropropyl)hydrazinecarboxylate (1.7 g, 6.49 mmol, 1 eq.) in a mixture of EtOH (30 mL) were added Pd/C (1.0 g) and HCl (12 N, 2.0 mL). The mixture was charged with H2 (60 psi), stirred at rt for 1 h, filtered, and concentrated to give (3,3,3-trifluoropropyl)hydrazine dihydrochloride (1.07 g) as a yellow solid. LRMS (M+H) m/z 129.1. Starting materials: ClC1=C(C(=CC=C1)Cl)N1C(N(C2=NC(=NC=C2C1)S(=O)(=O)C)C1=CC=CC=C1)=O (3-(2,6-dichlorophenyl)-7-methanesulfonyl-1-phenyl-3,4-dihydro-1H-pyrimido[4,5-d]pyrimidin-2-one), C1(CCCCC1)CN (cyclohexylmethylamine). The solvent is ClCCl (dichloromethane), ClCCl (dichloromethane). Product: ClC1=C(C(=CC=C1)Cl)N1C(N(C2=NC(=NC=C2C1)NCC1CCCCC1)C1=CC=CC=C1)=O (3-(2,6-dichlorophenyl)-7-(cyclohexylmethylamino)-3,4-dihydro-1-phenylpyrimido[4,5-d]pyrimidin-2(1H)-one). Isolated yield 94.2%. Reaction SMILES: [Cl:1][C:2]1[CH:7]=[CH:6][CH:5]=[C:4]([Cl:8])[C:3]=1[N:9]1[CH2:18][C:17]2[C:12](=[N:13][C:14](S(C)(=O)=O)=[N:15][CH:16]=2)[N:11]([C:23]2[CH:28]=[CH:27][CH:26]=[CH:25][CH:24]=2)[C:10]1=[O:29].[CH:30]1([CH2:36][NH2:37])[CH2:35][CH2:34][CH2:33][CH2:32][CH2:31]1>ClCCl>[Cl:1][C:2]1[CH:7]=[CH:6][CH:5]=[C:4]([Cl:8])[C:3]=1[N:9]1[CH2:18][C:17]2[C:12](=[N:13][C:14]([NH:37][CH2:36][CH:30]3[CH2:35][CH2:34][CH2:33][CH2:32][CH2:31]3)=[N:15][CH:16]=2)[N:11]([C:23]2[CH:28]=[CH:27][CH:26]=[CH:25][CH:24]=2)[C:10]1=[O:29]. Procedure details: A solution of 100 mg (0.22 mmol) of 3-(2,6-dichlorophenyl)-7-methanesulfonyl-1-phenyl-3,4-dihydro-1H-pyrimido[4,5-d]pyrimidin-2-one and 285 μl (2.2 mmol) of cyclohexylmethylamine in 2 ml of dichloromethane was stirred at room temperature overnight. The mixture was diluted with 10 ml of dichloromethane, washed with 10 ml of 2M hydrochloric acid and with 10 ml of saturated aqueous sodium bicarbonate solution, dried over magnesium sulfate, filtered and evaporated. 100 mg (94%) of 3-(2,6-dichlorophe... Reactants: C(C)(=O)CCP(OC)=O (Methyl acetylethylphosphinate), [I-].[Na+] (sodium iodide). Run in CC(=O)CC (ethyl methyl ketone). Product: C(C)(=O)CCP([O-])=O.[Na+] (Sodium acetylethylphosphinate). Reaction SMILES: [C:1]([CH2:4][CH2:5][PH:6](=[O:9])[O:7]C)(=[O:3])[CH3:2].[I-].[Na+:11]>CC(CC)=O>[C:1]([CH2:4][CH2:5][PH:6](=[O:7])[O-:9])(=[O:3])[CH3:2].[Na+:11] |f:1.2,4.5|. Procedure details: Methyl acetylethylphosphinate (6 g)was reacted with sodium iodide (6.0 g) in ethyl methyl ketone (50 ml) in the same manner as in Example 12. The solution was stirred and refluxed 1.25 hours, cooled and the product filtered off and washed with a little ethyl methyl ketone and dried in vacuo (5.3 g). Decomposes 192°-4°. Reactants: COC1=CC2=CC=CC=C2C=C1 (2-methoxynaphthalene), C(\C=C\C)(=O)Cl (crotonoyl chloride), [Cl-].[Al+3].[Cl-].[Cl-] (aluminium chloride). Solvent: ClCCl (dichloromethane). Yields the product COC1=CC2=CC=C(C=C2C=C1)C(\C=C\C)=O (2-methoxy-6-crotonoylnaphthalene). Yield: 69.0%. Reaction SMILES: [CH3:1][O:2][C:3]1[CH:12]=[CH:11][C:10]2[C:5](=[CH:6][CH:7]=[CH:8][CH:9]=2)[CH:4]=1.[C:13](Cl)(=[O:17])/[CH:14]=[CH:15]/[CH3:16].[Cl-].[Al+3].[Cl-].[Cl-]>ClCCl>[CH3:1][O:2][C:3]1[CH:12]=[CH:11][C:10]2[C:5](=[CH:6][CH:7]=[C:8]([C:13](=[O:17])/[CH:14]=[CH:15]/[CH3:16])[CH:9]=2)[CH:4]=1 |f:2.3.4.5|. Procedure: 2-methoxynaphthalene (158 mg), crotonoyl chloride (124 mg), and aluminium chloride (150 mg) were reacted in dichloromethane (1.5 mL) at from 0° C. to room temperature for 4 hours. The resultant was treated in the same manner as described in Example 1 to obtain the title compound (156 mg). The reactants are O=C([O-])[O-], COc1cc(Cl)ccc1O, N#Cc1c(F)cccc1F, [K+], [K+], CN(C)C=O. Yields the product COc1cc(Cl)ccc1Oc1cccc(F)c1C#N. RXN SMILES: [C:21](=[O:22])([O-:23])[O-:24].[Cl:11][c:12]1[cH:13][c:14]([O:19][CH3:20])[c:15]([OH:18])[cH:16][cH:17]1.[F:1][c:2]1[c:3]([C:4]#[N:5])[c:6]([F:10])[cH:7][cH:8][cH:9]1.[K+:25].[K+:26].[O:27]=[CH:28][N:29]([CH3:30])[CH3:31]>>[c:2]1([O:18][c:15]2[c:14]([O:19][CH3:20])[cH:13][c:12]([Cl:11])[cH:17][cH:16]2)[c:3]([C:4]#[N:5])[c:6]([F:10])[cH:7][cH:8][cH:9]1. Reactants: OC(CN1C=NC=C1)CCC1=CC=CC=C1 (1-(2-hydroxy-4-phenylbutyl) imidazole), S(=O)(Cl)Cl (thionyl chloride). Run in ClCCl (dichloromethane). The product is Cl.ClC(CN1C=NC=C1)CCC1=CC=CC=C1 (1-(2-chloro-4-phenylbutyl) imidazole hydrochloride). Reaction SMILES: O[CH:2]([CH2:9][CH2:10][C:11]1[CH:16]=[CH:15][CH:14]=[CH:13][CH:12]=1)[CH2:3][N:4]1[CH:8]=[CH:7][N:6]=[CH:5]1.S(Cl)([Cl:19])=O>ClCCl>[ClH:19].[Cl:19][CH:2]([CH2:9][CH2:10][C:11]1[CH:16]=[CH:15][CH:14]=[CH:13][CH:12]=1)[CH2:3][N:4]1[CH:8]=[CH:7][N:6]=[CH:5]1 |f:3.4|. Procedure: A solution of 1.00 g. of 1-(2-hydroxy-4-phenylbutyl) imidazole in 40 ml. of dichloromethane was treated with 1 ml. of thionyl chloride with stirring and the solution heated to gentle reflux for one hour. Evaporation to dryness afforded 1-(2-chloro-4-phenylbutyl) imidazole hydrochloride as a white solid.